From a dataset of the Open Reaction Database (ORD), a public repository of structured organic reaction records. describe an organic reaction: reactants, conditions, products, and yield Reactants: ClCC=1N=C(OC1C)C1=CC(=C(C=C1)F)C (4-chloromethyl-2-(4-fluoro-3-methyl-phenyl)-5-methyl-oxazole), C([O-])([O-])=O.[Cs+].[Cs+] (cesium carbonate), [I-].[K+] (potassium iodide), COC([C@H](CC1=C(C=C(C=C1)O)Cl)OCC)=O ((2S)-3-(2-chloro-4-hydroxy-phenyl)-2-ethoxy-propionic acid methyl ester). The product is COC([C@H](CC1=C(C=C(C=C1)OCC=1N=C(OC1C)C1=CC(=C(C=C1)F)C)Cl)OCC)=O ((S)-3-{2-chloro-4-[2-(4-fluoro-3-methyl-phenyl)-5-methyl-oxazol-4-ylmethoxy]-phenyl}-2-ethoxy-propionic acid methyl ester). As a reaction SMILES: [CH3:1][O:2][C:3](=[O:17])[C@@H:4]([O:14][CH2:15][CH3:16])[CH2:5][C:6]1[CH:11]=[CH:10][C:9]([OH:12])=[CH:8][C:7]=1[Cl:13].Cl[CH2:19][C:20]1[N:21]=[C:22]([C:26]2[CH:31]=[CH:30][C:29]([F:32])=[C:28]([CH3:33])[CH:27]=2)[O:23][C:24]=1[CH3:25].C(=O)([O-])[O-].[Cs+].[Cs+].[I-].[K+]>>[CH3:1][O:2][C:3](=[O:17])[C@@H:4]([O:14][CH2:15][CH3:16])[CH2:5][C:6]1[CH:11]=[CH:10][C:9]([O:12][CH2:19][C:20]2[N:21]=[C:22]([C:26]3[CH:31]=[CH:30][C:29]([F:32])=[C:28]([CH3:33])[CH:27]=3)[O:23][C:24]=2[CH3:25])=[CH:8][C:7]=1[Cl:13] |f:2.3.4,5.6|. Procedure details: In analogy to the procedure described in example 1 f], (2S)-3-(2-chloro-4-hydroxy-phenyl)-2-ethoxy-propionic acid methyl ester (example 15 d]) was reacted with 4-chloromethyl-2-(4-fluoro-3-methyl-phenyl)-5-methyl-oxazole (example 5 b]) in the presence of cesium carbonate and potassium iodide to yield (S)-3-{2-chloro-4-[2-(4-fluoro-3-methyl-phenyl)-5-methyl-oxazol-4-ylmethoxy]-phenyl}-2-ethoxy-propionic acid methyl ester as colorless liquid. The reactants are Example 1 ( 4 ), ClC1=CC=C(C=C1)C1=CC(=C(O1)C)C(OC1=CC=C(C(=O)O)C=C1)C1CCCCC1 (4-{[5-(4-chlorophenyl)-2-methyl-3-furyl](cyclohexyl)methoxy}benzoic acid), CNCCC(=O)OCC (ethyl 3-(methylamino)propanoate). The product is ClC1=CC=C(C=C1)C1=CC(=C(O1)C)C(OC1=CC=C(C(=O)N(CCC(=O)O)C)C=C1)C1CCCCC1 (3-[(4-{[5-(4-chlorophenyl)-2-methyl-3-furyl](cyclohexyl)methoxy}benzoyl)(methyl)amino]propanoic acid). The yield is 99.3%. RXN SMILES: [Cl:1][C:2]1[CH:7]=[CH:6][C:5]([C:8]2[O:12][C:11]([CH3:13])=[C:10]([CH:14]([CH:25]3[CH2:30][CH2:29][CH2:28][CH2:27][CH2:26]3)[O:15][C:16]3[CH:24]=[CH:23][C:19]([C:20](O)=[O:21])=[CH:18][CH:17]=3)[CH:9]=2)=[CH:4][CH:3]=1.[CH3:31][NH:32][CH2:33][CH2:34][C:35]([O:37]CC)=[O:36]>>[Cl:1][C:2]1[CH:7]=[CH:6][C:5]([C:8]2[O:12][C:11]([CH3:13])=[C:10]([CH:14]([CH:25]3[CH2:30][CH2:29][CH2:28][CH2:27][CH2:26]3)[O:15][C:16]3[CH:17]=[CH:18][C:19]([C:20]([N:32]([CH3:31])[CH2:33][CH2:34][C:35]([OH:37])=[O:36])=[O:21])=[CH:23][CH:24]=3)[CH:9]=2)=[CH:4][CH:3]=1. Procedure: An operation similar to that in Example 1 (4) was performed using 4-{[5-(4-chlorophenyl)-2-methyl-3-furyl](cyclohexyl)methoxy}benzoic acid (120 mg) as well as ethyl 3-(methylamino)propanoate (47 mg) to give the title compound (143 mg, 93%) as an amorphous compound. Reaction SMILES: [Br:1][c:2]1[cH:3][n:4][c:5]([Cl:8])[n:6][cH:7]1.[C:9]([CH3:10])([CH3:11])([CH3:12])[O:13][C:14](=[O:15])[N:16]1[CH2:17][CH2:18][CH:19]([NH2:22])[CH2:20][CH2:21]1.[CH3:23][C:24]#[N:25]>>[Br:1][c:2]1[cH:3][n:4][c:5]([NH:22][CH:19]2[CH2:18][CH2:17][N:16]([C:14]([O:13][C:9]([CH3:10])([CH3:11])[CH3:12])=[O:15])[CH2:21][CH2:20]2)[n:6][cH:7]1. Starting materials: Clc1ncc(Br)cn1, CC(C)(C)OC(=O)N1CCC(N)CC1, CC#N. The product is CC(C)(C)OC(=O)N1CCC(Nc2ncc(Br)cn2)CC1. Reactants: BrC=1C(=CC(=C(C1)[N+](=O)[O-])F)Cl (5-bromo-4-chloro-2-fluoronitrobenzene), OCNC(C(F)(F)F)=O (N-hydroxymethyl-2,2,2-trifluoroacetamide), S(O)(O)(=O)=O (sulfuric acid), ice water. Run at temperature 80 celsius, time 10 hour. Product: BrC=1C(=C(C(=C(C1)[N+](=O)[O-])F)CNC(=O)C(F)(F)F)Cl (5-bromo-4-chloro-2-fluoro-3-(trifluoromethylcarbonylaminomethyl)nitrobenzene). As a reaction SMILES: [Br:1][C:2]1[C:3]([Cl:12])=[CH:4][C:5]([F:11])=[C:6]([N+:8]([O-:10])=[O:9])[CH:7]=1.O[CH2:14][NH:15][C:16](=[O:21])[C:17]([F:20])([F:19])[F:18].S(=O)(=O)(O)O>>[Br:1][C:2]1[C:3]([Cl:12])=[C:4]([CH2:14][NH:15][C:16]([C:17]([F:20])([F:19])[F:18])=[O:21])[C:5]([F:11])=[C:6]([N+:8]([O-:10])=[O:9])[CH:7]=1. Procedure: A mixture of the compound (204 mg) obtained in Example 519a, N-hydroxymethyl-2,2,2-trifluoroacetamide (115 mg) and 10% fuming sulfuric acid (1.6 ml) was stirred at 80° C. for 10 h. The reaction mixture was cooled, put into ice water and subjected to extraction with ether. The organic layer was washed with water and a saturated aqueous sodium chloride solution sequentially, then dried with anhydrous sodium sulfate and concentrated under reduced pressure. The reactants are COC1=CC(=C(C(=C1)C)S(=O)(=O)N(CC=1OC(=NN1)C(=O)N1CCNCC1)C)C (4-methoxy-N,2,6-trimethyl-N-{[5-(piperazin-1-ylcarbonyl)-1,3,4-oxadiazol-2-yl]methyl}benzenesulfonamide), NC1=NC=CC=C1C=O (2-aminopyridine-3-carbaldehyde), ClCCCl (DCE). Yields the product NC1=NC=CC=C1CN1CCN(CC1)C(=O)C1=NN=C(O1)CN(S(=O)(=O)C1=C(C=C(C=C1C)OC)C)C (N-{[5-({4-[(2-Aminopyridin-3-yl)methyl]piperazin-1-yl}carbonyl)-1,3,4-oxadiazol-2-yl]methyl}-4-methoxy-N,2,6-trimethylbenzenesulfonamide). RXN SMILES: [CH3:1][O:2][C:3]1[CH:8]=[C:7]([CH3:9])[C:6]([S:10]([N:13]([CH3:28])[CH2:14][C:15]2[O:16][C:17]([C:20]([N:22]3[CH2:27][CH2:26][NH:25][CH2:24][CH2:23]3)=[O:21])=[N:18][N:19]=2)(=[O:12])=[O:11])=[C:5]([CH3:29])[CH:4]=1.[NH2:30][C:31]1[C:36]([CH:37]=O)=[CH:35][CH:34]=[CH:33][N:32]=1.ClCCCl>>[NH2:30][C:31]1[C:36]([CH2:37][N:25]2[CH2:24][CH2:23][N:22]([C:20]([C:17]3[O:16][C:15]([CH2:14][N:13]([CH3:28])[S:10]([C:6]4[C:7]([CH3:9])=[CH:8][C:3]([O:2][CH3:1])=[CH:4][C:5]=4[CH3:29])(=[O:11])=[O:12])=[N:19][N:18]=3)=[O:21])[CH2:27][CH2:26]2)=[CH:35][CH:34]=[CH:33][N:32]=1. Procedure: The title compound was prepared according to general procedure CD using 4-methoxy-N,2,6-trimethyl-N-{[5-(piperazin-1-ylcarbonyl)-1,3,4-oxadiazol-2-yl]methyl}benzenesulfonamide (42 mg, 0.10 mmol), 2-aminopyridine-3-carbaldehyde (15 mg, 0.12 mmol), STAB (42 mg, 0.2 mmol) DCE (0.8 mL) and a few 4 Å molecular sieves. The crude product was purified using prep method D. Starting materials: CCOC(=O)C1(NC(=O)c2cccc(C)c2I)Cc2ccc(F)cc2C1, CCO, CC=CB(O)O, [K+], [K+], O=C([O-])[O-], C1COCCO1, [Pd]. The product is CC=Cc1c(C)cccc1C(=O)NC1(C(=O)OCC)Cc2ccc(F)cc2C1. As a reaction SMILES: [CH2:1]([CH3:2])[O:3][C:4](=[O:5])[C:6]1([NH:16][C:17]([c:18]2[c:19]([I:25])[c:20]([CH3:24])[cH:21][cH:22][cH:23]2)=[O:26])[CH2:7][c:8]2[cH:9][cH:10][c:11]([F:15])[cH:12][c:13]2[CH2:14]1.[CH3:39][CH2:40][OH:41].[CH:27](=[CH:28][CH3:29])[B:30]([OH:31])[OH:32].[K+:33].[K+:34].[O-:35][C:36]([O-:37])=[O:38].[O:42]1[CH2:43][CH2:44][O:45][CH2:46][CH2:47]1.[Pd:48]>>[CH2:1]([CH3:2])[O:3][C:4](=[O:5])[C:6]1([NH:16][C:17]([c:18]2[c:19]([CH:27]=[CH:28][CH3:29])[c:20]([CH3:24])[cH:21][cH:22][cH:23]2)=[O:26])[CH2:7][c:8]2[cH:9][cH:10][c:11]([F:15])[cH:12][c:13]2[CH2:14]1. The reactants are CCOC(=O)CSc1cc(Cl)cc(Cl)c1, C[Al](C)C, Cc1ccccc1, NCCN. Yields the product Clc1cc(Cl)cc(SCC2=NCCN2)c1. Reaction SMILES: [CH2:9]([O:10][C:12](=[O:11])[CH2:13][S:14][c:15]1[cH:16][c:17]([Cl:22])[cH:18][c:19]([Cl:21])[cH:20]1)[CH3:23].[CH3:1][Al:2]([CH3:3])[CH3:4].[CH3:24][c:25]1[cH:26][cH:27][cH:28][cH:29][cH:30]1.[NH2:5][CH2:6][CH2:7][NH2:8]>>[NH:5]1[CH2:6][CH2:7][N:8]=[C:12]1[CH2:13][S:14][c:15]1[cH:16][c:17]([Cl:22])[cH:18][c:19]([Cl:21])[cH:20]1.